This data is from the Open Reaction Database (ORD), a public repository of structured organic reaction records. The task is: describe an organic reaction: reactants, conditions, products, and yield The reactants are C(C)(=O)OCC (ethyl acetate), C(=O)([O-])[O-].[K+].[K+] (K2CO3), ONC=NC(C=CC1=CC=CC=C1)=O (N-[(Hydroxyamino)methylene]-cinnamamide). Solvent: C(C)(=O)O.O1CCOCC1 (acetic acid dioxane). The product is C1(=CC=CC=C1)/C=C/C1=NC=NO1 (5-[(E)-2-phenylethenyl]-1,2,4-oxadiazole). The yield is 7.7%. As a reaction SMILES: O[NH:2][CH:3]=[N:4][C:5](=[O:14])[CH:6]=[CH:7][C:8]1[CH:13]=[CH:12][CH:11]=[CH:10][CH:9]=1.C([O-])([O-])=O.[K+].[K+].C(OCC)(=O)C>C(O)(=O)C.O1CCOCC1>[C:8]1(/[CH:7]=[CH:6]/[C:5]2[O:14][N:2]=[CH:3][N:4]=2)[CH:9]=[CH:10][CH:11]=[CH:12][CH:13]=1 |f:1.2.3,5.6|. Procedure details: N-[(Hydroxyamino)methylene]-cinnamamide (850 mg, 4.5 mmol) was dissolved in acetic acid/dioxane (20 mL 1:1 v:v), and heated to reflux for 2 h. The cooled solution was made basic (pH 8) with K2CO3, and partitioned between ethyl acetate and water. The organics were dried over Na2SO4, and concentrated in vacuo. The resultant solids were triturated with hot ethyl acetate, and the soluble portion was purified by flash column chromatography on silica eluting with 2:1 hexane:ethyl acetate to afford 5-[... Reactants: CCOC(=O)CC(=O)OCC, C1CCOC1, ClCCl, FC(F)(F)C(Cl)=Nc1ccccc1, [H-], [Na+]. The product is CCOC(=O)C(C(=O)OCC)C(=Nc1ccccc1)C(F)(F)F. RXN SMILES: [C:3]([CH2:4][C:5](=[O:6])[O:7][CH2:8][CH3:9])(=[O:10])[O:11][CH2:12][CH3:13].[CH2:27]1[O:28][CH2:29][CH2:30][CH2:31]1.[Cl:32][CH2:33][Cl:34].[F:14][C:15]([C:16](=[N:17][c:18]1[cH:19][cH:20][cH:21][cH:22][cH:23]1)[Cl:24])([F:25])[F:26].[H-:2].[Na+:1]>>[C:3]([CH:4]([C:5](=[O:6])[O:7][CH2:8][CH3:9])[C:16]([C:15]([F:14])([F:25])[F:26])=[N:17][c:18]1[cH:19][cH:20][cH:21][cH:22][cH:23]1)(=[O:10])[O:11][CH2:12][CH3:13]. The reactants are C(C)(C)NC=1N=NC(=CC1)C#C (N-isopropyl-6-ethynylpyridazin-3-amine), IC=1C=C(C(=O)NC2=CC(=CC(=C2)C(F)(F)F)N2C=NC(=C2)C)C=CC1C (3-iodo-4-methyl-N-(3-(4-methyl-1H-imidazol-1-yl)-5-(trifluoromethyl)phenyl)benzamide). The product is C(C)(C)NC1=CC=C(N=N1)C#CC=1C=C(C(=O)NC2=CC(=CC(=C2)C(F)(F)F)N2C=NC(=C2)C)C=CC1C (3-(2-(6-(Isopropylamino)pyridazin-3-yl)ethynyl)-4-methyl-N-(3-(4-methyl-1H-imidazol-1-yl)-5-(trifluoromethyl)phenyl)benzamide). Reaction SMILES: [CH:1]([NH:4][C:5]1[N:6]=[N:7][C:8]([C:11]#[CH:12])=[CH:9][CH:10]=1)([CH3:3])[CH3:2].I[C:14]1[CH:15]=[C:16]([CH:36]=[CH:37][C:38]=1[CH3:39])[C:17]([NH:19][C:20]1[CH:25]=[C:24]([C:26]([F:29])([F:28])[F:27])[CH:23]=[C:22]([N:30]2[CH:34]=[C:33]([CH3:35])[N:32]=[CH:31]2)[CH:21]=1)=[O:18]>>[CH:1]([NH:4][C:5]1[N:6]=[N:7][C:8]([C:11]#[C:12][C:14]2[CH:15]=[C:16]([CH:36]=[CH:37][C:38]=2[CH3:39])[C:17]([NH:19][C:20]2[CH:25]=[C:24]([C:26]([F:28])([F:27])[F:29])[CH:23]=[C:22]([N:30]3[CH:34]=[C:33]([CH3:35])[N:32]=[CH:31]3)[CH:21]=2)=[O:18])=[CH:9][CH:10]=1)([CH3:3])[CH3:2]. Reported procedure: The title compound was synthesized from N-isopropyl-6-ethynylpyridazin-3-amine and 3-iodo-4-methyl-N-(3-(4-methyl-1H-imidazol-1-yl)-5-(trifluoromethyl)phenyl)benzamide in a manner similar to that described for in Example 1. The product was obtained as a pale yellow solid. Mp: 192-194° C.; 1H NMR (300 MHz, DMSO-d6) δ: 10.73 (1H, s), 8.33 (1H, s), 8.17-8.22 (2H, m), 7.94-7.96 (1H, d, J=7.2 Hz), 7.76 (1H, s), 7.54-7.57 (1H, d, J=7.8 Hz), 7.45-7.48 (1H, d, J=8.4 Hz), 7.15-7.18 (1H, d, J=7.5 Hz), 6.7... Reactants: BrC=1C=C(OC1)C=O (4-Bromo-2-furaldehyde), aldehyde, C(C)OC(CN=[N+]=[N-])=O (azido-acetic acid ethyl ester), [O-]CC (ethoxide), [NH4+].[Cl-] (NH4Cl), C(C=C)(=O)[O-] (acrylate), solution, C(C=C)(=O)[O-] (acrylate). Solvent: O (water), CCOCC (ether), C(C)O (ethanol). Yields the product C(C)OC(=O)C1=CC2=C(N1)C(=CO2)Br (3-Bromo-4H-furo[3,2-b]pyrrole-5-carboxylic acid ethyl ester). RXN SMILES: [Br:1][C:2]1[CH:3]=[C:4]([CH:7]=O)[O:5][CH:6]=1.[CH2:9]([O:11][C:12](=[O:17])[CH2:13][N:14]=[N+]=[N-])[CH3:10].[O-]CC.[NH4+].[Cl-].C([O-])(=O)C=C>O.CCOCC.C(O)C>[CH2:9]([O:11][C:12]([C:13]1[NH:14][C:3]2[C:2]([Br:1])=[CH:6][O:5][C:4]=2[CH:7]=1)=[O:17])[CH3:10] |f:3.4|. Procedure details: 4-Bromo-2-furaldehyde was annulated according to Procedure H (aldehyde and azido-acetic acid ethyl ester added as ethanol solution (1 M of ester) to −20° C. ethoxide solution; −20° C. 35 min, −5° C. 1.5 h, 5° C. 15 min; reaction poured into cold saturated aqueous NH4Cl; after ether extraction, acrylate organic phase washed with water until aqueous phase was neutral; 0.5 M solution of crude acrylate heated).